Dataset: the Open Reaction Database (ORD), a public repository of structured organic reaction records. Task: describe an organic reaction: reactants, conditions, products, and yield Starting materials: OCC=1N=CC=2NC3=CC=CC=C3C2C1 (3-(hydroxymethyl)-β-carboline), S(=O)(Cl)Cl (thionyl chloride). Product: ClCC=1N=CC=2NC3=CC=CC=C3C2C1 (3-(chloromethyl)-β-carboline). Reaction SMILES: O[CH2:2][C:3]1[N:4]=[CH:5][C:6]2[NH:7][C:8]3[C:13]([C:14]=2[CH:15]=1)=[CH:12][CH:11]=[CH:10][CH:9]=3.S(Cl)([Cl:18])=O>>[Cl:18][CH2:2][C:3]1[N:4]=[CH:5][C:6]2[NH:7][C:8]3[C:13]([C:14]=2[CH:15]=1)=[CH:12][CH:11]=[CH:10][CH:9]=3. Procedure details: The 3-(hydroxymethyl)-β-carboline was added to an excess (3 grams) of thionyl chloride and the mixture was refluxed for 1 hour. The excess thionyl chloride was then evaporated and the obtained residue was crystallized from hexane. 2.5 grams of 3-(chloromethyl)-β-carboline was obtained. The reactants are CCCc1c(Cc2ccc(-c3ccccc3C#N)cc2F)c(=O)n(C2CC(C(C)=O)C2)c2ncnn12, O=C([O-])O, ClC(Cl)Cl, O=C(OC(=O)C(F)(F)F)C(F)(F)F, [Na+], [Na+], [Na+], OO, O=S([O-])([O-])=S. The product is CCCc1c(Cc2ccc(-c3ccccc3C#N)cc2F)c(=O)n(C2CC(O)C2)c2ncnn12. RXN SMILES: [C:1](=[O:2])([CH3:3])[CH:4]1[CH2:5][CH:6]([n:8]2[c:9]3[n:10]([c:11]([CH2:31][CH2:32][CH3:33])[c:12]([CH2:15][c:16]4[c:17]([F:30])[cH:18][c:19](-[c:22]5[c:23]([C:28]#[N:29])[cH:24][cH:25][cH:26][cH:27]5)[cH:20][cH:21]4)[c:13]2=[O:14])[n:34][cH:35][n:36]3)[CH2:7]1.[C:52](=[O:53])([O-:54])[OH:55].[CH:64]([Cl:65])([Cl:66])[Cl:67].[F:39][C:40]([F:41])([F:43])[C:44](=[O:42])[O:45][C:46](=[O:47])[C:48]([F:49])([F:50])[F:51].[Na+:56].[Na+:62].[Na+:63].[OH:37][OH:38].[S:57]([O-:58])([O-:59])(=[O:60])=[S:61]>>[CH:4]1([OH:42])[CH2:5][CH:6]([n:8]2[c:9]3[n:10]([c:11]([CH2:31][CH2:32][CH3:33])[c:12]([CH2:15][c:16]4[c:17]([F:30])[cH:18][c:19](-[c:22]5[c:23]([C:28]#[N:29])[cH:24][cH:25][cH:26][cH:27]5)[cH:20][cH:21]4)[c:13]2=[O:14])[n:34][cH:35][n:36]3)[CH2:7]1. The reactants are CC(=O)O[BH-](OC(C)=O)OC(C)=O, OC1CC2(CCNCC2)C1, Cc1nc2ccccc2n1-c1nc(N2CCOCC2)c2nc(C=O)n(C)c2n1, CC(=O)O, COC(OC)OC, [Na+]. The product is Cc1nc2ccccc2n1-c1nc(N2CCOCC2)c2nc(CN3CCC4(CC3)CC(O)C4)n(C)c2n1. As a reaction SMILES: [C:50]([O:51][BH-:52]([O:53][C:54](=[O:55])[CH3:56])[O:57][C:58](=[O:59])[CH3:60])(=[O:61])[CH3:62].[CH2:29]1[CH:30]([OH:38])[CH2:31][C:32]12[CH2:33][CH2:34][NH:35][CH2:36][CH2:37]2.[CH3:1][n:2]1[c:3]2[n:4][c:5](-[n:19]3[c:20]([CH3:28])[n:21][c:22]4[c:23]3[cH:24][cH:25][cH:26][cH:27]4)[n:6][c:7]([N:13]3[CH2:14][CH2:15][O:16][CH2:17][CH2:18]3)[c:8]2[n:9][c:10]1[CH:11]=[O:12].[CH3:46][C:47](=[O:48])[OH:49].[CH:39]([O:40][CH3:41])([O:42][CH3:43])[O:44][CH3:45].[Na+:63]>>[CH3:1][n:2]1[c:3]2[n:4][c:5](-[n:19]3[c:20]([CH3:28])[n:21][c:22]4[c:23]3[cH:24][cH:25][cH:26][cH:27]4)[n:6][c:7]([N:13]3[CH2:14][CH2:15][O:16][CH2:17][CH2:18]3)[c:8]2[n:9][c:10]1[CH2:11][N:35]1[CH2:34][CH2:33][C:32]2([CH2:29][CH:30]([OH:38])[CH2:31]2)[CH2:37][CH2:36]1.